This data is from the Open Reaction Database (ORD), a public repository of structured organic reaction records. The task is: describe an organic reaction: reactants, conditions, products, and yield Reactants: C(#N)[BH3-].[Na+] (Sodium cyanoborohydride), NC=1C=C(C=CC1F)O (3-amino-4-fluorophenol), C=O (formaldehyde), C(C)(=O)O (acetic acid). Run in C(C)#N (acetonitrile), O (water). Run at time 2 hour. The product is CN(C=1C=C(C=CC1F)O)C (3-dimethylamino4fluorophenol). Yield: 91.0%. Reaction SMILES: [C:1]([BH3-])#[N:2].[Na+].N[C:6]1[CH:7]=[C:8]([OH:13])[CH:9]=[CH:10][C:11]=1[F:12].C=O.[C:16](O)(=O)C>C(#N)C.O>[CH3:16][N:2]([CH3:1])[C:6]1[CH:7]=[C:8]([OH:13])[CH:9]=[CH:10][C:11]=1[F:12] |f:0.1|. Procedure: Sodium cyanoborohydride (0.81 g, 12.7 mmol) is added to a solution of 3-amino-4-fluorophenol (0.66 g, 4.6 mmol), formaldehyde (37% solution, 2.0 g, 24.6 mmol) and acetic acid (0.5 mL) in 20 mL acetonitrile. The reaction is stirred for 2 hour and then poured into 100 mL water. The product is then extracted into diethyl ether (50 mL×3) and the combined organic fractions are washed with brine (40 mL), and dried over anhydrous sodium sulfate. The resulting solution is concentrated in vacuo, and the ... Starting materials: O=C([O-])O, CCCOC(=O)Nc1ccc([N+](=O)[O-])cc1Br, CCO, Cl, [Fe], [Na+]. The product is CCCOC(=O)Nc1ccc(N)cc1Br. As a reaction SMILES: [C:18](=[O:19])([OH:20])[O-:21].[CH2:1]([CH2:2][CH3:3])[O:4][C:5]([NH:6][c:7]1[c:8]([Br:16])[cH:9][c:10]([N+:13]([O-:14])=[O:15])[cH:11][cH:12]1)=[O:17].[CH3:23][CH2:24][OH:25].[ClH:26].[Fe:27].[Na+:22]>>[CH2:1]([CH2:2][CH3:3])[O:4][C:5]([NH:6][c:7]1[c:8]([Br:16])[cH:9][c:10]([NH2:13])[cH:11][cH:12]1)=[O:17].